The task is: describe an organic reaction: reactants, conditions, products, and yield. This data is from the Open Reaction Database (ORD), a public repository of structured organic reaction records. Reactants: NC1C(N(CC(SC1)C=1OC=CC1)CC(=O)OC(C)(C)C)=O (t-butyl α-[6-amino-2-(2-furyl)-5-oxoperhydro-1,4-thiazepin-4-yl]acetate), BrC(C(=O)OCCCC)CCC1=CC=CC=C1 (butyl 2-bromo-4-phenylbutyrate). Solvent: C(C)(=O)OCC (ethyl acetate), C(Cl)Cl (methylene chloride). The product is C(CCC)OC(=O)C(CCC1=CC=CC=C1)NC1C(N(CC(SC1)C=1OC=CC1)CC(=O)OC(C)(C)C)=O (t-Butyl α-[6-(1-butoxycarbonyl-3-phenylpropylamino)-2-(2-furyl)-5-oxoperhydro-1,4-thiazepin-4-yl]acetate). Reaction SMILES: [NH2:1][CH:2]1[CH2:8][S:7][CH:6]([C:9]2[O:10][CH:11]=[CH:12][CH:13]=2)[CH2:5][N:4]([CH2:14][C:15]([O:17][C:18]([CH3:21])([CH3:20])[CH3:19])=[O:16])[C:3]1=[O:22].Br[CH:24]([CH2:32][CH2:33][C:34]1[CH:39]=[CH:38][CH:37]=[CH:36][CH:35]=1)[C:25]([O:27][CH2:28][CH2:29][CH2:30][CH3:31])=[O:26]>C(OCC)(=O)C.C(Cl)Cl>[CH2:28]([O:27][C:25]([CH:24]([NH:1][CH:2]1[CH2:8][S:7][CH:6]([C:9]2[O:10][CH:11]=[CH:12][CH:13]=2)[CH2:5][N:4]([CH2:14][C:15]([O:17][C:18]([CH3:19])([CH3:21])[CH3:20])=[O:16])[C:3]1=[O:22])[CH2:32][CH2:33][C:34]1[CH:35]=[CH:36][CH:37]=[CH:38][CH:39]=1)=[O:26])[CH2:29][CH2:30][CH3:31]. Reported procedure: Following the procedure described in Example 42(h), 0.30 g of t-butyl α-[6-amino-2-(2-furyl)-5-oxoperhydro-1,4-thiazepin-4-yl]acetate [obtained as described in Example 56(f)] was N-alkylated using 0.50 g of butyl 2-bromo-4-phenylbutyrate. The resulting product was subjected to silica gel column chromatography using a 1:40 by volume mixture of ethyl acetate and methylene chloride as eluent, to isolate two isomers, A and B, (ascribed to the asymmetric carbon atom, to which the phenethyl group is a... Reactants: CCOC(=O)CC#N, [H-], CN1CCN(C(=O)OC(C)(C)C)c2nc(CCI)ccc21, [Na+], CN(C)C=O. Yields the product CCOC(=O)C(C#N)CCc1ccc2c(n1)N(C(=O)OC(C)(C)C)CCN2C. RXN SMILES: [C:3](#[N:4])[CH2:5][C:6](=[O:7])[O:8][CH2:9][CH3:10].[H-:2].[I:11][CH2:12][CH2:13][c:14]1[cH:15][cH:16][c:17]2[c:18]([n:31]1)[N:19]([C:24](=[O:25])[O:26][C:27]([CH3:28])([CH3:29])[CH3:30])[CH2:20][CH2:21][N:22]2[CH3:23].[Na+:1].[O:32]=[CH:33][N:34]([CH3:35])[CH3:36]>>[C:3](#[N:4])[CH:5]([C:6](=[O:7])[O:8][CH2:9][CH3:10])[CH2:12][CH2:13][c:14]1[cH:15][cH:16][c:17]2[c:18]([n:31]1)[N:19]([C:24](=[O:25])[O:26][C:27]([CH3:28])([CH3:29])[CH3:30])[CH2:20][CH2:21][N:22]2[CH3:23]. Starting materials: C(C1=CC=CC=C1)N(C(C(=O)O)C(C)(C)O)CC1=CC=CC=C1 (2-dibenzylamino-3-hydroxy-3-methyl-butyric acid), FC1=C(C=C(C=C1)F)[N+](=O)[O-] (2,5-difluoronitrobenzene), C[Si](C)(C)[N-][Si](C)(C)C.[K+] (potassium bis(trimethylsilyl)amide). Solvent: O1CCCC1 (tetrahydrofuran). Reaction conditions: time 8 hour. Yields the product C(C1=CC=CC=C1)N(C(C(=O)O)C(C)(C)OC1=C(C=C(C=C1)F)[N+](=O)[O-])CC1=CC=CC=C1 (2-dibenzylamino-3-(4-fluoro-2-nitro-phenoxy)-3-methyl-butyric acid). The yield is 19.6%. RXN SMILES: [CH2:1]([N:8]([CH2:17][C:18]1[CH:23]=[CH:22][CH:21]=[CH:20][CH:19]=1)[CH:9]([C:13]([OH:16])([CH3:15])[CH3:14])[C:10]([OH:12])=[O:11])[C:2]1[CH:7]=[CH:6][CH:5]=[CH:4][CH:3]=1.F[C:25]1[CH:30]=[CH:29][C:28]([F:31])=[CH:27][C:26]=1[N+:32]([O-:34])=[O:33].C[Si]([N-][Si](C)(C)C)(C)C.[K+]>O1CCCC1>[CH2:17]([N:8]([CH2:1][C:2]1[CH:3]=[CH:4][CH:5]=[CH:6][CH:7]=1)[CH:9]([C:13]([O:16][C:25]1[CH:30]=[CH:29][C:28]([F:31])=[CH:27][C:26]=1[N+:32]([O-:34])=[O:33])([CH3:15])[CH3:14])[C:10]([OH:12])=[O:11])[C:18]1[CH:19]=[CH:20][CH:21]=[CH:22][CH:23]=1 |f:2.3|. Procedure details: 1.41 g (4.51 mmol) 2-dibenzylamino-3-hydroxy-3-methyl-butyric acid and 0.54 ml (4.95 mmol) 2,5-difluoronitrobenzene in 46 ml tetrahydrofuran were treated at 0° C. with 19.8 ml (9.9 mmol) potassium bis(trimethylsilyl)amide (0.5 M in toluene). The solution was stirred overnight at room temperature and was then poured on ice/water. Extraction with ethylacetate and chromatography on silicagel with diethylether/heptane (30:70 to 75:25) and yielded 0.40 g (20%) 2-dibenzylamino-3-(4-fluoro-2-nitro-phen... Reactants: CC(C)(C)S(=O)NC1(c2ccc(Br)cn2)CCC1, CC(=O)[O-], COCCOC, ClCCl, C[Si](C)(C)CCOCn1nc2c3oc(-c4ccccc4)c(I)c(=O)c3ccn2c1=O, [K+], [Na+], [Na+], O=C([O-])[O-]. The product is CC(C)(C)S(=O)NC1(c2ccc(-c3c(-c4ccccc4)oc4c(ccn5c(=O)n(COCC[Si](C)(C)C)nc45)c3=O)cn2)CCC1. As a reaction SMILES: [Br:1][c:2]1[cH:3][cH:4][c:5]([C:8]2([NH:12][S:13](=[O:14])[C:15]([CH3:16])([CH3:17])[CH3:18])[CH2:9][CH2:10][CH2:11]2)[n:6][cH:7]1.[CH3:23][C:24](=[O:25])[O-:26].[CH3:63][O:64][CH2:65][CH2:66][O:67][CH3:68].[Cl:19][CH2:20][Cl:21].[I:27][c:28]1[c:29](=[O:56])[c:30]2[cH:31][cH:32][n:33]3[c:34]([c:35]2[o:36][c:37]1-[c:38]1[cH:39][cH:40][cH:41][cH:42][cH:43]1)[n:44][n:45]([CH2:48][O:49][CH2:50][CH2:51][Si:52]([CH3:53])([CH3:54])[CH3:55])[c:46]3=[O:47].[K+:22].[Na+:57].[Na+:58].[O-:59][C:60](=[O:61])[O-:62]>>[c:2]1(-[c:28]2[c:29](=[O:56])[c:30]3[cH:31][cH:32][n:33]4[c:34]([c:35]3[o:36][c:37]2-[c:38]2[cH:39][cH:40][cH:41][cH:42][cH:43]2)[n:44][n:45]([CH2:48][O:49][CH2:50][CH2:51][Si:52]([CH3:53])([CH3:54])[CH3:55])[c:46]4=[O:47])[cH:3][cH:4][c:5]([C:8]2([NH:12][S:13](=[O:14])[C:15]([CH3:16])([CH3:17])[CH3:18])[CH2:9][CH2:10][CH2:11]2)[n:6][cH:7]1.